The task is: describe an organic reaction: reactants, conditions, products, and yield. This data is from the Open Reaction Database (ORD), a public repository of structured organic reaction records. Starting materials: O1C2=C1CCC2 (epoxycyclopentene), CO (methanol), Trimethylsilylated 6-chloropurine, ClC1=C2NC=NC2=NC=N1 (6-chloropurine). The reagents and catalysts are [Pd] (palladium(0)). Run in O1CCCC1 (tetrahydrofuran). Product: ClC1=C2N=CN(C2=NC=N1)C1C=CC(C1)O (6-chloro-9-[(1RS,4SR)-4-hydroxy-cyclopent-2-en-1-yl]purine). The yield is 25.0%. RXN SMILES: [Cl:1][C:2]1[N:10]=[CH:9][N:8]=[C:7]2[C:3]=1[NH:4][CH:5]=[N:6]2.[O:11]1[C:13]2[CH2:14][CH2:15][CH2:16][C:12]1=2.CO>[Pd].O1CCCC1>[Cl:1][C:2]1[N:10]=[CH:9][N:8]=[C:7]2[C:3]=1[N:4]=[CH:5][N:6]2[CH:15]1[CH2:16][CH:12]([OH:11])[CH:13]=[CH:14]1. Reported procedure: Trimethylsilylated 6-chloropurine (prepared from 50 g (0.32 mol) of 6-chloropurine) is stirred with 5 mol % of the palladium(0) catalyst described above and an equivalent amount of epoxycyclopentene in tetrahydrofuran at room temperature for 24 hours. The reaction solution is heated with methanol for 1.5 hours, the precipitate formed is filtered off with suction, the resulting solution is concentrated and the residue is chromatographed over silica gel using methylene chloride/methanol 20/1. 18.9... The reactants are CN1C(=C(C=2C=CC=CC2S1(=O)=O)O)C(=O)NC=3C=CC=CN3 (piroxicam), [K+].[Br-] (KBr), C(OC(C)Cl)(OCCCCCC)=O (alpha-chloroethyl hexyl carbonate), C(C)(C)O.CCCCCC (isopropyl alcohol hexane). The product is C(CCCCC)OC(=O)OC(C)OC1=C(N(S(C2=C1C=CC=C2)(=O)=O)C)C(=O)NC2=NC=CC=C2 (4-[1-(Hexyloxycarbonyloxy)ethoxy]-2-methyl-N-(2-pyridyl)-2H-1,2-benzothiazine-3-carboxamide 1,1-Dioxide). Reaction SMILES: [CH3:1][N:2]1[S:11](=[O:13])(=[O:12])[C:10]2[CH:9]=[CH:8][CH:7]=[CH:6][C:5]=2[C:4]([OH:14])=[C:3]1[C:15]([NH:17][C:18]1[CH:19]=[CH:20][CH:21]=[CH:22][N:23]=1)=[O:16].[C:24](=[O:36])([O:29][CH2:30][CH2:31][CH2:32][CH2:33][CH2:34][CH3:35])[O:25][CH:26](Cl)[CH3:27].C(O)(C)C.CCCCCC.[K+].[Br-]>>[CH2:30]([O:29][C:24]([O:25][CH:26]([O:14][C:4]1[C:5]2[CH:6]=[CH:7][CH:8]=[CH:9][C:10]=2[S:11](=[O:13])(=[O:12])[N:2]([CH3:1])[C:3]=1[C:15]([NH:17][C:18]1[CH:19]=[CH:20][CH:21]=[CH:22][N:23]=1)=[O:16])[CH3:27])=[O:36])[CH2:31][CH2:32][CH2:33][CH2:34][CH3:35] |f:2.3,4.5|. Procedure details: By the procedure of Example 11, piroxicam (3.00 g, 9.1 mmol) and alpha-chloroethyl hexyl carbonate (2.85 g, 13.6 mmol) were converted to chromatographed title product, isolated as a yellow solid which was crystallized from isopropyl alcohol/hexane (280 mg, 0.5 mmol, 6.1%): mp 86°-87° C.; IR (KBr) 1764, 1678 cm-1 ; 1H NMR (CCl3) delta 0.87 (t, J=7 Hz, 3H), 1.05-1.39 (m, 6H), 1.41-1.60 (m, 2H), 1.75 (d, J=6 Hz, 3H), 3.10 (s, 3H), 4.00 (t, J=7 Hz, 2H), 6.36 (q, J=6 Hz, 1H), 7.06-7.17 (m, 1H), 7.63-... Reactants: ClC=1C(=C(N(C1C1=CC=CC=C1)S(=O)(=O)C1=CC=CC=C1)C)C(=O)OCC (ethyl 4-chloro-2-methyl-5-phenyl-1-(phenylsulfonyl)-1H-pyrrole-3-carboxylate), 4A, C[N+]1(CCOCC1)[O-] (N-methylmorpholine N-oxide), solution, [H-].C(C(C)C)[Al+]CC(C)C (diisobutylaluminum hydride), powder. Reagents/catalysts: [Ru](=O)(=O)(=O)[O-].C(CC)[N+](CCC)(CCC)CCC (tetra-n-propylammonium perruthenate). The solvent is C1(=CC=CC=C1)C (toluene). Product: ClC=1C(=C(N(C1C1=CC=CC=C1)S(=O)(=O)C1=CC=CC=C1)C)C=O (4-Chloro-2-methyl-5-phenyl-1-(phenylsulfonyl)-1H-pyrrole-3-carbaldehyde). Yield: 55.4%. As a reaction SMILES: [Cl:1][C:2]1[C:3]([C:23](OCC)=[O:24])=[C:4]([CH3:22])[N:5]([S:13]([C:16]2[CH:21]=[CH:20][CH:19]=[CH:18][CH:17]=2)(=[O:15])=[O:14])[C:6]=1[C:7]1[CH:12]=[CH:11][CH:10]=[CH:9][CH:8]=1.[H-].C([Al+]CC(C)C)C(C)C.C[N+]1([O-])CCOCC1>C1(C)C=CC=CC=1.[Ru]([O-])(=O)(=O)=O.C([N+](CCC)(CCC)CCC)CC>[Cl:1][C:2]1[C:3]([CH:23]=[O:24])=[C:4]([CH3:22])[N:5]([S:13]([C:16]2[CH:17]=[CH:18][CH:19]=[CH:20][CH:21]=2)(=[O:15])=[O:14])[C:6]=1[C:7]1[CH:8]=[CH:9][CH:10]=[CH:11][CH:12]=1 |f:1.2,5.6|. Procedure details: Using ethyl 4-chloro-2-methyl-5-phenyl-1-(phenylsulfonyl)-1H-pyrrole-3-carboxylate (610 mg), a 1.5 mol/L solution (6.0 mL) of diisobutylaluminum hydride in toluene, tetra-n-propylammonium perruthenate (53 mg), N-methylmorpholine N-oxide (195 mg) and molecular sieves 4A powder (300 mg), a procedure as in Reference Example 49 was performed to give the title compound as a pale-yellow solid (yield 301 mg, 55%). The reactants are C1(=CC=CC=C1)S(=O)(=O)C=1C=C2CCCC(C2=CC1)O (6-Benzenesulfonyl-1,2,3,4-tetrahydro-naphthalen-1-ol), S(=O)(Cl)Cl (thionyl chloride). Solvent: C1(=CC=CC=C1)C (toluene). Yields the product C1(=CC=CC=C1)S(=O)(=O)C=1C=C2CCCC(C2=CC1)Cl (6-benzenesulfonyl-1-chloro-1,2,3,4-tetrahydro-naphthalene). Isolated yield 86.3%. As a reaction SMILES: [C:1]1([S:7]([C:10]2[CH:11]=[C:12]3[C:17](=[CH:18][CH:19]=2)[CH:16](O)[CH2:15][CH2:14][CH2:13]3)(=[O:9])=[O:8])[CH:6]=[CH:5][CH:4]=[CH:3][CH:2]=1.S(Cl)([Cl:23])=O>C1(C)C=CC=CC=1>[C:1]1([S:7]([C:10]2[CH:11]=[C:12]3[C:17](=[CH:18][CH:19]=2)[CH:16]([Cl:23])[CH2:15][CH2:14][CH2:13]3)(=[O:9])=[O:8])[CH:6]=[CH:5][CH:4]=[CH:3][CH:2]=1. Reported procedure: 6-Benzenesulfonyl-1,2,3,4-tetrahydro-naphthalen-1-ol (0.65 g, 2.26 mmol) was dissoved in 50 mL toluene, and 1 mL of thionyl chloride was added. The reaction was refluxed for one hour, and then cooled. Solvent was removed under reduced pressure to yield 6-benzenesulfonyl-1-chloro-1,2,3,4-tetrahydro-naphthalene (0.6 g, 86.3%) as a crude oil. MS: 308 (M+H)+. Starting materials: ClC(Cl)Cl, O=S(Cl)Cl, OCc1ccc(C#Cc2ccccc2)cc1. The product is ClCc1ccc(C#Cc2ccccc2)cc1. RXN SMILES: [CH:21]([Cl:22])([Cl:23])[Cl:24].[S:1]([Cl:2])([Cl:3])=[O:4].[c:5]1([C:11]#[C:12][c:13]2[cH:14][cH:15][c:16]([CH2:17][OH:18])[cH:19][cH:20]2)[cH:6][cH:7][cH:8][cH:9][cH:10]1>>[Cl:3][CH2:17][c:16]1[cH:15][cH:14][c:13]([C:12]#[C:11][c:5]2[cH:6][cH:7][cH:8][cH:9][cH:10]2)[cH:20][cH:19]1. Starting materials: ClC=1C=CC(=NC1)NC(=O)C1=C(C=CC(=C1)Cl)NC(=O)C1=CC=C(C=C1)S(=O)(=N)C (S-[4-(N-{2-[N-(5-chloro(2-pyridyl))carbamoyl]-4-chlorophenyl}carbamoyl)phenyl]-S-methyl sulfoximide), N#CBr (cyanogen bromide). The reagents and catalysts are CN(C)C=1C=CN=CC1 (DMAP). Solvent: C(Cl)Cl (DCM), C(Cl)Cl (DCM). Run at temperature 27.5 celsius, time 18 hour. Yields the product ClC=1C=CC(=NC1)NC(=O)C1=C(C=CC(=C1)Cl)NC(=O)C1=CC=C(C=C1)S(=O)(=NC#N)C (S-[4-(N-{2-[N-(5-chloro(2-pyridyl))carbamoyl]-4-chlorophenyl}carbamoyl)phenyl]-S-methyl-N-cyano sulfoximide). Isolated yield 37.9%. RXN SMILES: [Cl:1][C:2]1[CH:3]=[CH:4][C:5]([NH:8][C:9]([C:11]2[CH:16]=[C:15]([Cl:17])[CH:14]=[CH:13][C:12]=2[NH:18][C:19]([C:21]2[CH:26]=[CH:25][C:24]([S:27]([CH3:30])(=[NH:29])=[O:28])=[CH:23][CH:22]=2)=[O:20])=[O:10])=[N:6][CH:7]=1.[N:31]#[C:32]Br>CN(C1C=CN=CC=1)C.C(Cl)Cl>[Cl:1][C:2]1[CH:3]=[CH:4][C:5]([NH:8][C:9]([C:11]2[CH:16]=[C:15]([Cl:17])[CH:14]=[CH:13][C:12]=2[NH:18][C:19]([C:21]2[CH:26]=[CH:25][C:24]([S:27]([CH3:30])(=[N:29][C:32]#[N:31])=[O:28])=[CH:23][CH:22]=2)=[O:20])=[O:10])=[N:6][CH:7]=1. Procedure details: To a stirring solution of S-[4-(N-{2-[N-(5-chloro(2-pyridyl))carbamoyl]-4-chlorophenyl}carbamoyl)phenyl]-S-methyl sulfoximide (50 mg, 0.000108 mol) and DMAP (14.5 mg, 0.000216 mol) in DCM (1 mL) was added cyanogen bromide (23 mg, 0.000216 mol) at 25° C. Reaction mixture was stirred at 25-30° C. for 18 hr and then diluted with DCM (10 mL). Organic layer was washed with dil.HCl. Drying over sodium sulfate and evaporation afforded 20 mg of titled compound in 37% yield. The reactants are OC(CCN1C(SCC1=O)CCCCCCC(=O)OC)CCCCC (methyl 7-[3-(3-hydroxyoctyl)-4-oxo-2-thiazolidinyl]heptanoate), OC1(CCCCC1)CCN1C(SCC1=O)CCCCCCC(=O)OC (methyl 7-{3-[2-(1-hydroxycyclohexyl)ethyl]-4-oxo-2-thiazolidinyl}heptanoate). Product: OC1(CCCCC1)CCN1C(SCC1=O)CCCCCCC(=O)O (7-{3-[2-(1-Hydroxycyclohexyl)ethyl]-4-oxo-2-thiazolidinyl}heptanoic Acid). Reaction SMILES: [OH:1][CH:2]([CH2:21][CH2:22][CH2:23][CH2:24][CH3:25])[CH2:3][CH2:4][N:5]1[C:9](=[O:10])[CH2:8][S:7][CH:6]1[CH2:11][CH2:12][CH2:13][CH2:14][CH2:15][CH2:16][C:17]([O:19]C)=[O:18].OC1(CCN2C(=O)CSC2CCCCCCC(OC)=O)CCCCC1>>[OH:1][C:2]1([CH2:3][CH2:4][N:5]2[C:9](=[O:10])[CH2:8][S:7][CH:6]2[CH2:11][CH2:12][CH2:13][CH2:14][CH2:15][CH2:16][C:17]([OH:19])=[O:18])[CH2:25][CH2:24][CH2:23][CH2:22][CH2:21]1. Procedure details: This compound is prepared essentially by the same method as described in Example 1, Step C, except that the methyl 7-[3-(3-hydroxyoctyl)-4-oxo-2-thiazolidinyl]heptanoate is replaced by methyl 7-{3-[2-(1-hydroxycyclohexyl)ethyl]-4-oxo-2-thiazolidinyl}heptanoate. Chromatographic purification of the crude product resulting from this method gives the title compound as a tlc homogeneous, viscous oil.